From a dataset of the Open Reaction Database (ORD), a public repository of structured organic reaction records. describe an organic reaction: reactants, conditions, products, and yield Starting materials: C(C)(C)(C)OC(=O)N1CCC(CC1)OC1=C(C=CC=C1)Cl (4-(2-Chlorophenoxy)-piperidine-1-carboxylic acid tert-butyl ester), C(C)(C)(C)OC(=O)N1CCC(CC1)O (4-hydroxypiperidine-1-carboxylic acid tert-butyl ester), ClC1=C(C=CC=C1)O (2-chloro-phenol), C1(=CC=CC=C1)P(C1=CC=CC=C1)C1=CC=CC=C1 (triphenylphosphine), CC(C)OC(=O)/N=N/C(=O)OC(C)C (DIAD), ( 41/12 ), ( 100/34 ), ( 4/1 ), ( 1/0.3 ). Solvent: CCOC(=O)C (EtOAc). Run at time 8 day. The product is C(C1=CC=CC=C1)N1CCC(CC1)=CC1=CC=C(C=C1)OC (1-Benzyl-4-(4-methoxybenzylidene)-piperidine). RXN SMILES: C(OC(N1CC[CH:11]([O:14][C:15]2[CH:20]=[CH:19][CH:18]=[CH:17][C:16]=2Cl)CC1)=O)(C)(C)C.C(O[C:27]([N:29]1[CH2:34][CH2:33][CH:32](O)[CH2:31][CH2:30]1)=O)(C)(C)C.Cl[C:37]1[CH:42]=[CH:41][CH:40]=[CH:39][C:38]=1O.[C:44]1(P(C2C=CC=CC=2)C2C=CC=CC=2)C=CC=CC=1.CC(OC(/N=N/C(OC(C)C)=O)=O)C>CCOC(C)=O>[CH2:27]([N:29]1[CH2:30][CH2:31][C:32](=[CH:44][C:18]2[CH:17]=[CH:16][C:15]([O:14][CH3:11])=[CH:20][CH:19]=2)[CH2:33][CH2:34]1)[C:37]1[CH:42]=[CH:41][CH:40]=[CH:39][CH:38]=1. Procedure: 4-(2-Chlorophenoxy)-piperidine-1-carboxylic acid tert-butyl ester (10.6) This compound was prepared from 4-hydroxypiperidine-1-carboxylic acid tert-butyl ester (9) (3.505 g; 17.4 mmol), 2-chloro-phenol (3.375 g; 26.3 mmol), triphenylphosphine (6.002 g; 22.9 mmol) and DIAD (4.30 mL; 21.8 mmol) in a manner analogous to 10.5. After 8 days, EtOAc (200 mL) was added to the crude reaction mixture and the solution washed with 50% saturated NaHCO3 (50 mL), saturated NaHCO3 (2×25 mL) and saturated NaCl (... Reactants: Cl[C@@H](C(=O)O)CCC(=O)OC ((R)-2-chloro-4-methoxycarbonylbutyric acid), S(=O)(Cl)Cl (thionyl chloride). Conditions: temperature 75 celsius, time 1 hour. Product: Cl[C@@H](C(=O)Cl)CCC(=O)OC ((R)-2-chloro-4-methoxycarbonylbutyryl chloride). RXN SMILES: [Cl:1][C@H:2]([CH2:6][CH2:7][C:8]([O:10][CH3:11])=[O:9])[C:3](O)=[O:4].S(Cl)([Cl:14])=O>>[Cl:1][C@H:2]([CH2:6][CH2:7][C:8]([O:10][CH3:11])=[O:9])[C:3]([Cl:14])=[O:4]. Procedure: A mixture of (R)-2-chloro-4-methoxycarbonylbutyric acid (3.85 g) and thionyl chloride (2.4 ml) was stirred at 75° C. for 1 hour and the excess thionyl chloride was removed by distillation to give (R)-2-chloro-4-methoxycarbonylbutyryl chloride as an oil. A solution of this oil in ethyl acetate (10 ml) was then added dropwise to a stirred and ice-cooled mixture of 3-amino-5,6,7,8-tetrahydro-2-naphthol hydrobromide (5.20 g), sodium bicarbonate (4.48 g), water (20 ml) and ethyl acetate (30 ml). The ... Starting materials: C[Si](C)(C)CCN1C(=O)CN(c2ccc(I)cc2OCc2ccccc2)S1(=O)=O, C=CC1=NC(C)(C)C(=O)O1. Product: CC1(C)N=C(C=Cc2ccc(N3CC(=O)N(CC[Si](C)(C)C)S3(=O)=O)c(OCc3ccccc3)c2)OC1=O. RXN SMILES: [CH2:1]([c:2]1[cH:3][cH:4][cH:5][cH:6][cH:7]1)[O:8][c:9]1[c:10]([N:16]2[CH2:17][C:18](=[O:29])[N:19]([CH2:23][CH2:24][Si:25]([CH3:26])([CH3:27])[CH3:28])[S:20]2(=[O:21])=[O:22])[cH:11][cH:12][c:13]([I:15])[cH:14]1.[CH3:30][C:31]1([CH3:39])[N:32]=[C:33]([CH:37]=[CH2:38])[O:34][C:35]1=[O:36]>>[CH2:1]([c:2]1[cH:3][cH:4][cH:5][cH:6][cH:7]1)[O:8][c:9]1[c:10]([N:16]2[CH2:17][C:18](=[O:29])[N:19]([CH2:23][CH2:24][Si:25]([CH3:26])([CH3:27])[CH3:28])[S:20]2(=[O:21])=[O:22])[cH:11][cH:12][c:13]([CH:38]=[CH:37][C:33]2=[N:32][C:31]([CH3:30])([CH3:39])[C:35](=[O:36])[O:34]2)[cH:14]1.